From a dataset of the Open Reaction Database (ORD), a public repository of structured organic reaction records. describe an organic reaction: reactants, conditions, products, and yield Reactants: C(N)(=O)CC(CN1N=CN=C1)(O)C1=C(C=C(C=C1)Cl)Cl (3-Carbamoyl-2-(2,4-dichlorophenyl)-1-(1H-1,2,4-triazol-1-yl)propan-2-ol), [H-].[Na+] (sodium hydride), ClC(=O)OC (methyl chloroformate). Solvent: O1CCCC1 (tetrahydrofuran), O1CCCC1 (tetrahydrofuran). Conditions: time 1 hour. Yields the product ClC1=C(C=CC(=C1)Cl)C(CN1N=CN=C1)(CC(N(C(=O)OC)C(=O)OC)=O)O (2-(2,4-Dichlorophenyl)-3-(N,N-dimethoxycarbonylcarbamoyl)-1-(1H-1,2,4-triazol-1-yl)propan-2-ol). Yield: 4.8%. As a reaction SMILES: [C:1]([CH2:4][C:5]([C:13]1[CH:18]=[CH:17][C:16]([Cl:19])=[CH:15][C:14]=1[Cl:20])([OH:12])[CH2:6][N:7]1[CH:11]=[N:10][CH:9]=[N:8]1)(=[O:3])[NH2:2].[H-].[Na+].Cl[C:24]([O:26][CH3:27])=[O:25]>O1CCCC1>[Cl:20][C:14]1[CH:15]=[C:16]([Cl:19])[CH:17]=[CH:18][C:13]=1[C:5]([OH:12])([CH2:4][C:1](=[O:3])[N:2]([C:24]([O:26][CH3:27])=[O:25])[C:24]([O:26][CH3:27])=[O:25])[CH2:6][N:7]1[CH:11]=[N:10][CH:9]=[N:8]1 |f:1.2|. Reported procedure: 3-Carbamoyl-2-(2,4-dichlorophenyl)-1-(1H-1,2,4-triazol-1-yl)propan-2-ol (0.94 g., 3 mmole) was added to a suspension of oil-free sodium hydride (0.14 g., 5.8 mmole) in dry tetrahydrofuran (10 ml). The suspension was stirred for one hour and then a solution of methyl chloroformate (0.6 g., 6.3 mmole) in dry tetrahydrofuran (10 ml) was added dropwise over 15 minutes. The mixture was stirred at room temperature for three hours and then the solvent was evaporated in vacuo. The residue was partitione... Starting materials: ClC(Cl)Cl, C#CC(O)c1c(-c2cccc(C)c2)nn2c(Cl)cccc12. Yields the product C#CC(=O)c1c(-c2cccc(C)c2)nn2c(Cl)cccc12. Reaction SMILES: [CH:22]([Cl:23])([Cl:24])[Cl:25].[Cl:1][c:2]1[cH:3][cH:4][cH:5][c:6]2[n:7]1[n:8][c:9](-[c:15]1[cH:16][c:17]([CH3:21])[cH:18][cH:19][cH:20]1)[c:10]2[CH:11]([C:12]#[CH:13])[OH:14]>>[Cl:1][c:2]1[cH:3][cH:4][cH:5][c:6]2[n:7]1[n:8][c:9](-[c:15]1[cH:16][c:17]([CH3:21])[cH:18][cH:19][cH:20]1)[c:10]2[C:11]([C:12]#[CH:13])=[O:14]. The reactants are C[Si](Cl)(C)C (trimethylchlorosilane), C(C)C(=O)CC (diethylketone). Product: C[Si](OC(=CC)CC)(C)C (3-trimethylsilyloxy-2-pentene). RXN SMILES: [CH3:1][Si:2]([CH3:5])([CH3:4])Cl.[CH2:6]([C:8]([CH2:10][CH3:11])=[O:9])[CH3:7]>>[CH3:1][Si:2]([CH3:5])([CH3:4])[O:9][C:8]([CH2:10][CH3:11])=[CH:6][CH3:7]. Procedure details: From reaction between diethylketone and trimethylchlorosilane to form 3-trimethylsilyloxy-2-pentene (1.2.4.17). This product was reacted with 1-fluoropyridinium triflate (1.2.4.5) to obtain 2-fluoro-3-pentanone (1.2.4.9). After bromination with pyridinium bromide followed by reduction using diborane 2-fluoro-4-bromopentane-3-ol (1.2.4.18) was obtained. Reaction of this product with sodium methylate yielded the title compound (1.2.4.16). This compound was made also by reacting 2-(1-bromoethyl)-3-... Reactants: CS(=O)(=O)OCCC1=CC=C(C=C1)NC1=NC=2C3=C([C@@H](CC2C=N1)C1=CC=C(C=C1)F)C=CC=C3 ((S)-4-(6-(4-fluorophenyl)-5,6-dihydrobenzo[h]quinazolin-2-ylamino)phenethyl methanesulfonate), CNC1CCCCC1 (N-methylcyclohexanamine). Solvent: C(C)N(CC)CC (triethylamine). Product: C1(CCCCC1)N(CCC1=CC=C(C=C1)NC1=NC=2C3=C([C@@H](CC2C=N1)C1=CC=C(C=C1)F)C=CC=C3)C ((S)—N-(4-(2-(cyclohexyl(methyl)amino)ethyl)phenyl)-6-(4-fluorophenyl)-5,6-dihydrobenzo[h]quinazolin-2-amine). As a reaction SMILES: CS(O[CH2:6][CH2:7][C:8]1[CH:13]=[CH:12][C:11]([NH:14][C:15]2[N:24]=[CH:23][C:22]3[CH2:21][C@@H:20]([C:25]4[CH:30]=[CH:29][C:28]([F:31])=[CH:27][CH:26]=4)[C:19]4[CH:32]=[CH:33][CH:34]=[CH:35][C:18]=4[C:17]=3[N:16]=2)=[CH:10][CH:9]=1)(=O)=O.[CH3:36][NH:37][CH:38]1[CH2:43][CH2:42][CH2:41][CH2:40][CH2:39]1>C(N(CC)CC)C>[CH:38]1([N:37]([CH3:36])[CH2:6][CH2:7][C:8]2[CH:13]=[CH:12][C:11]([NH:14][C:15]3[N:24]=[CH:23][C:22]4[CH2:21][C@@H:20]([C:25]5[CH:30]=[CH:29][C:28]([F:31])=[CH:27][CH:26]=5)[C:19]5[CH:32]=[CH:33][CH:34]=[CH:35][C:18]=5[C:17]=4[N:16]=3)=[CH:10][CH:9]=2)[CH2:43][CH2:42][CH2:41][CH2:40][CH2:39]1. Reported procedure: This was synthesized by using (S)-4-(6-(4-fluorophenyl)-5,6-dihydrobenzo[h]quinazolin-2-ylamino)phenethyl methanesulfonate, N-methylcyclohexanamine and triethylamine as described in general procedure 2 to afford the desired product. M.p.=160-162° C. 1H NMR (DMSO-d6) 400 MHz δ 10.37 (brs, 1H), 9.68 (s, 1H), 8.32-8.36 (m, 2H), 7.80 (d, J=7.8 Hz, 2H), 7.50-7.52 (m, 2H), 7.26 (d, J=8.2 Hz, 2H), 7.10-7.17 (m, 4H), 4.43 (t, J=6.6 Hz, 1H), 3.27-3.30 (m, 5H), 3.01-3.13 (m, 2H), 2.73 (d, J=4.6 Hz, 3H), 2... Reported procedure: A solution of 6-9 (0.09 g, 0.142 mmol) in CH2Cl2 cooled to 0° was treated with TMSBr (0.054, 0.355 mmol) and the resulting solution was stirred at rt for 16 hours with cooling. Et2N (100 μl) was added and the solvent was removed. The residue was dissolved in 10% aqueous acetone (5 ml), concentrated, and suspended in toluene to give a solid. This was purified by flash chromatography on silica gel eluting with 10:1:1 EtOH/H2O/NH4OH to give pure 6-10. Reactants: C(C)OP(OCC)(=O)CCNS(=O)(=O)CCCCC1=C(C=CC=C1)OCCCCC1CCN(CC1)C(=O)OC(C)(C)C ((2-[4-[4-(N-t-Butyloxycarbonylpiperidin-4-yl)butyloxyphenyl]-1-n-butylsulfonylamino]}ethanephosphonic acid diethyl ester), C[Si](C)(C)Br (TMSBr). The solvent is C(Cl)Cl (CH2Cl2). The product is C(C)OP(O)(=O)CCNS(=O)(=O)CCCCC1=C(C=CC=C1)OCCCCC1CCNCC1 ({2-[4-[4-(Piperidin-4-yl)butyloxyphenyl]-1-n-butylsulfonylamino]}ethanephosphonic acid ethyl ester). Run at time 16 hour. Reaction SMILES: [CH2:1]([O:3][P:4]([CH2:9][CH2:10][NH:11][S:12]([CH2:15][CH2:16][CH2:17][CH2:18][C:19]1[CH:24]=[CH:23][CH:22]=[CH:21][C:20]=1[O:25][CH2:26][CH2:27][CH2:28][CH2:29][CH:30]1[CH2:35][CH2:34][N:33](C(OC(C)(C)C)=O)[CH2:32][CH2:31]1)(=[O:14])=[O:13])(=[O:8])[O:5]CC)[CH3:2].C[Si](Br)(C)C>C(Cl)Cl>[CH2:1]([O:3][P:4]([CH2:9][CH2:10][NH:11][S:12]([CH2:15][CH2:16][CH2:17][CH2:18][C:19]1[CH:24]=[CH:23][CH:22]=[CH:21][C:20]=1[O:25][CH2:26][CH2:27][CH2:28][CH2:29][CH:30]1[CH2:31][CH2:32][NH:33][CH2:34][CH2:35]1)(=[O:13])=[O:14])(=[O:5])[OH:8])[CH3:2].